The task is: describe an organic reaction: reactants, conditions, products, and yield. This data is from the Open Reaction Database (ORD), a public repository of structured organic reaction records. Starting materials: [Cl-], [Cl-], OCCc1ccc(Cl)c(Cl)c1, Cl, O=Cc1ccc([N+](=O)[O-])cc1, [Zn+2], c1ccccc1. The product is O=[N+]([O-])c1ccc(C2OCCc3cc(Cl)c(Cl)cc32)cc1. Reaction SMILES: [Cl-:30].[Cl-:32].[Cl:1][c:2]1[cH:3][c:4]([CH2:9][CH2:10][OH:11])[cH:5][cH:6][c:7]1[Cl:8].[ClH:23].[N+:12](=[O:13])([O-:14])[c:15]1[cH:16][cH:17][c:18]([CH:19]=[O:20])[cH:21][cH:22]1.[Zn+2:31].[cH:24]1[cH:25][cH:26][cH:27][cH:28][cH:29]1>>[Cl:1][c:2]1[cH:3][c:4]2[c:5]([cH:6][c:7]1[Cl:8])[CH:19]([c:18]1[cH:17][cH:16][c:15]([N+:12](=[O:13])[O-:14])[cH:22][cH:21]1)[O:11][CH2:10][CH2:9]2. Product: C(C)(C)C(=O)C1=CC=C(C=C1)C (p-tolyl isopropyl ketone). The solvent is [N+](=O)([O-])C (nitromethane), [N+](=O)([O-])C (nitromethane). Yield: 90.0%. Reaction SMILES: [Al+3].[Cl-].[Cl-].[Cl-].[C:5](Cl)(=[O:9])[CH:6]([CH3:8])[CH3:7].[C:11]1([CH3:17])[CH:16]=[CH:15][CH:14]=[CH:13][CH:12]=1>[N+](C)([O-])=O>[CH:6]([C:5]([C:14]1[CH:15]=[CH:16][C:11]([CH3:17])=[CH:12][CH:13]=1)=[O:9])([CH3:8])[CH3:7] |f:0.1.2.3|. Starting materials: [Al+3].[Cl-].[Cl-].[Cl-] (AlCl3), C(C(C)C)(=O)Cl (isobutyroyl chloride), C1(=CC=CC=C1)C (toluene). Procedure: At 10° C. a solution of 75 g AlCl3 in 100 ml nitromethane is added to a mixture of 49 g isobutyroyl chloride, 50 ml nitromethane and 100 ml toluene, after which the mixture is stirred during one hour. Then the reaction mixture is poured out into ice and extracted with ether. The ether solution is washed neutral, dried and evaporated. The residue is distilled under diminished pressure to obtain p-tolyl isopropyl ketone in a yield of 90%. 11 g of this ketone, dissolved in 50 ml methanol, is added ... Run at time 1 hour. Reactants: OC1=NC=CC(=C1)O (2,4-dihydroxypyridine), ClC=1C=C(C=CC1)NN (3-chlorophenylhydrazine). The solvent is C1(=CC=CC=C1)OC1=CC=CC=C1 (phenyl ether), C1(=CC=CC=C1)C (toluene). Run at temperature 175 celsius, time 3 hour. Product: ClC=1C=CC=2C3=C(NC2C1)C=CNC3=O (7-Chloro-2,5-dihydro-1H-pyrido[4,3-b]indol-1-one). RXN SMILES: [OH:1][C:2]1[CH:7]=[C:6](O)[CH:5]=[CH:4][N:3]=1.[Cl:9][C:10]1[CH:11]=[C:12]([NH:16]N)[CH:13]=[CH:14][CH:15]=1>C1(OC2C=CC=CC=2)C=CC=CC=1.C1(C)C=CC=CC=1>[Cl:9][C:10]1[CH:15]=[CH:14][C:13]2[C:7]3[C:2](=[O:1])[NH:3][CH:4]=[CH:5][C:6]=3[NH:16][C:12]=2[CH:11]=1. Procedure details: To 2,4-dihydroxypyridine (25.0 g, 225 mmol) in phenyl ether (400 mL) in a three neck flask fitted with a Dean-Stark trap was added 3-chlorophenylhydrazine. The reaction mixture was heated to 175° C. for 1 h, and to 230° C. for 3 h. The reaction mixture was allowed to cool to room temperature and diluted with toluene. The mixture was filtered, washed with MeOH, and dried. The collected solids were ground to fine power, slurried in MeOH, and sonicated for 5 min. The slurry was filtered, washed wit... Starting materials: CC#N, CC(C)C1CO1, c1c[nH]cn1. Yields the product CC(C)C(O)Cn1ccnc1. Reaction SMILES: [CH3:12][C:13]#[N:14].[CH:1]([CH3:2])([CH3:3])[CH:4]1[O:5][CH2:6]1.[nH:7]1[cH:8][n:9][cH:10][cH:11]1>>[CH:1]([CH3:2])([CH3:3])[CH:4]([OH:5])[CH2:6][n:7]1[cH:8][n:9][cH:10][cH:11]1.